Dataset: the Open Reaction Database (ORD), a public repository of structured organic reaction records. Task: describe an organic reaction: reactants, conditions, products, and yield Starting materials: CCC1(CC)C(=N)N(c2ccc(C#N)c(C(F)(F)F)c2)C(=S)N1C, CO. Yields the product CCC1(CC)C(=O)N(c2ccc(C#N)c(C(F)(F)F)c2)C(=S)N1C. Reaction SMILES: [CH2:1]([CH3:2])[C:3]1([CH2:23][CH3:24])[N:4]([CH3:22])[C:5](=[S:21])[N:6]([c:9]2[cH:10][c:11]([C:17]([F:18])([F:19])[F:20])[c:12]([C:13]#[N:14])[cH:15][cH:16]2)[C:7]1=[NH:8].[CH3:25][OH:26]>>[CH2:1]([CH3:2])[C:3]1([CH2:23][CH3:24])[N:4]([CH3:22])[C:5](=[S:21])[N:6]([c:9]2[cH:10][c:11]([C:17]([F:18])([F:19])[F:20])[c:12]([C:13]#[N:14])[cH:15][cH:16]2)[C:7]1=[O:26].